From a dataset of the Open Reaction Database (ORD), a public repository of structured organic reaction records. describe an organic reaction: reactants, conditions, products, and yield Starting materials: CCOC(=O)C1(NC(=O)c2cccc(C)c2OC2CCC2)Cc2cc(F)c(F)cc2C1, CCO, [K+], [OH-], O. Yields the product Cc1cccc(C(=O)NC2(C(=O)O)Cc3cc(F)c(F)cc3C2)c1OC1CCC1. As a reaction SMILES: [CH2:1]([CH3:2])[O:3][C:4](=[O:5])[C:6]1([NH:17][C:18]([c:19]2[c:20]([O:26][CH:27]3[CH2:28][CH2:29][CH2:30]3)[c:21]([CH3:25])[cH:22][cH:23][cH:24]2)=[O:31])[CH2:7][c:8]2[cH:9][c:10]([F:16])[c:11]([F:15])[cH:12][c:13]2[CH2:14]1.[CH3:35][CH2:36][OH:37].[K+:33].[OH-:32].[OH2:34]>>[O:3]=[C:4]([OH:5])[C:6]1([NH:17][C:18]([c:19]2[c:20]([O:26][CH:27]3[CH2:28][CH2:29][CH2:30]3)[c:21]([CH3:25])[cH:22][cH:23][cH:24]2)=[O:31])[CH2:7][c:8]2[cH:9][c:10]([F:16])[c:11]([F:15])[cH:12][c:13]2[CH2:14]1. The reactants are OCC1=C2C=CC=CC2=C(C2=CC=CC=C12)CNC (10-(hydroxymethyl)-9-((methylamino)methyl)anthracene), C(=O)([O-])[O-].[K+].[K+] (K2CO3), 2,2-dimethylpropane-1,3-diyl(o-(bromomethyl)phenyl)boronate. Solvent: C(C)#N (acetonitrile), C(C)#N (acetonitrile). Product: CC1=CC=CC2=CC3=CC=CC=C3C=C12 (methylanthracene). Isolated yield 103.4%. Reaction SMILES: OC[C:3]1[C:16]2[C:11](=[CH:12][CH:13]=[CH:14][CH:15]=2)[C:10](CNC)=[C:9]2[C:4]=1[CH:5]=[CH:6][CH:7]=[CH:8]2.[C:20]([O-])([O-])=O.[K+].[K+]>C(#N)C>[CH3:20][C:11]1[C:16]2[C:15](=[CH:10][C:9]3[C:4]([CH:3]=2)=[CH:5][CH:6]=[CH:7][CH:8]=3)[CH:14]=[CH:13][CH:12]=1 |f:1.2.3|. Procedure: 10-(hydroxymethyl)-9-((methylamino)methyl)anthracene (0.800 g, 3.18 mmol) and K2CO3 (0.56 g, 4.05 mmol) were taken up in 15 mL acetonitrile. A solution of 2,2-dimethylpropane-1,3-diyl(o-(bromomethyl)phenyl)boronate 3 (1.00 g, 3.44 mmol) in 5 mL acetonitrile was added and the mixture was refluxed under nitrogen for 24 h. The mixture was filtered hot on a sintered-glass frit and upon cooling, a yellow solid precipitated. The resulting solid was triturated with acetonitrile/water (4:1, v/v), filter... The reactants are C1(=CC=CC=C1)C1=CC(C(O1)=O)=CC=1SC=CC1 (5-Phenyl-3-(2-thienylmethylene)-2-furanone), CS(=O)(=O)O (methanesulfonic acid). The solvent is C(C)(=O)O (acetic acid). Conditions: temperature 40 celsius. Product: C1(=CC=CC=C1)C1=CC(=CC=2SC=CC21)C(=O)O (4-Phenylbenzo[b]thiophene-6-carboxylic acid). Isolated yield 49.9%. Reaction SMILES: [C:1]1([C:7]2[O:11][C:10](=[O:12])[C:9](=[CH:13][C:14]3[S:15][CH:16]=[CH:17][CH:18]=3)[CH:8]=2)[CH:6]=[CH:5][CH:4]=[CH:3][CH:2]=1.CS(O)(=O)=O>C(O)(=O)C>[C:1]1([C:7]2[C:18]3[CH:17]=[CH:16][S:15][C:14]=3[CH:13]=[C:9]([C:10]([OH:11])=[O:12])[CH:8]=2)[CH:6]=[CH:5][CH:4]=[CH:3][CH:2]=1. Procedure details: 5-Phenyl-3-(2-thienylmethylene)-2-furanone (34.9 g), methanesulfonic acid (170 cc) and glacial acetic acid (170 cc) are heated for one hour at 120° C. The mixture is cooled to 40° C., poured onto crushed ice and extracted with methylene chloride. The organic phase is washed with water and extracted with a normal sodium hydroxide solution. The basic aqueous phase is washed with methylene chloride, acidified to pH 1 by adding an aqueous hydrochloric acid solution and extracted with methylene chlor... Reactants: BrC1=C(C=NN(C1=O)CC(=O)NCC1=CC=NC=C1)N[C@H]1[C@@H]([C@@H]2C([C@H](C1)C2)(C)C)C (2-{5-Bromo-6-oxo-4-[(1R,2R,3R,5S)-2,6,6-trimethylbicyclo[3.1.1]hept-3-ylamino]pyridazin-1(6H)-yl}-N-(pyridin-4-ylmethyl)acetamide), COC=1C=CC(=CC1)P2(=S)SP(=S)(S2)C=3C=CC(=CC3)OC (Lawesson's reagent). Run in C1(=CC=CC=C1)C (toluene). Conditions: temperature 120 celsius. The product is BrC1=C(C=NN(C1=O)CC(NCC1=CC=NC=C1)=S)N[C@H]1[C@@H]([C@@H]2C([C@H](C1)C2)(C)C)C (2-{5-Bromo-6-oxo-4-[(1R,2R,3R,5S)-2,6,6-trimethylbicyclo[3.1.1]hept-3-ylamino]pyridazin-1(6H)-yl}-N-(pyridin-4-ylmethyl)ethanethioamide). Yield: 27.4%. RXN SMILES: [Br:1][C:2]1[C:7](=[O:8])[N:6]([CH2:9][C:10]([NH:12][CH2:13][C:14]2[CH:19]=[CH:18][N:17]=[CH:16][CH:15]=2)=O)[N:5]=[CH:4][C:3]=1[NH:20][C@@H:21]1[CH2:26][C@@H:25]2[CH2:27][C@@H:23]([C:24]2([CH3:29])[CH3:28])[C@H:22]1[CH3:30].COC1C=CC(P2(SP(C3C=CC(OC)=CC=3)(=S)S2)=[S:40])=CC=1>C1(C)C=CC=CC=1>[Br:1][C:2]1[C:7](=[O:8])[N:6]([CH2:9][C:10](=[S:40])[NH:12][CH2:13][C:14]2[CH:19]=[CH:18][N:17]=[CH:16][CH:15]=2)[N:5]=[CH:4][C:3]=1[NH:20][C@@H:21]1[CH2:26][C@@H:25]2[CH2:27][C@@H:23]([C:24]2([CH3:29])[CH3:28])[C@H:22]1[CH3:30]. Reported procedure: 2-{5-Bromo-6-oxo-4-[(1R,2R,3R,5S)-2,6,6-trimethylbicyclo[3.1.1]hept-3-ylamino]pyridazin-1(6H)-yl}-N-(pyridin-4-ylmethyl)acetamide (99 mg, 0.208 mmol) in toluene (1 mL) was mixed with Lawesson's reagent (168 mg, 0.416 mmol) and refluxed at 120° C. for 1 hour. After cooling, the reaction solution was evaporated under reduced pressure. The resulting residue was purified by silica gel chromatography (chloroform/methanol=50/1) to give the desired product (28 mg, 27% yield). Reactants: [Br-], C[Mg+], [Cl-], Cc1oc(-c2ccc(F)cc2)cc1C=O, [NH4+], C1CCOC1. Product: Cc1oc(-c2ccc(F)cc2)cc1C(C)O. As a reaction SMILES: [Br-:16].[CH3:17][Mg+:18].[Cl-:19].[F:1][c:2]1[cH:3][cH:4][c:5](-[c:8]2[cH:9][c:10]([CH:14]=[O:15])[c:11]([CH3:13])[o:12]2)[cH:6][cH:7]1.[NH4+:20].[O:21]1[CH2:22][CH2:23][CH2:24][CH2:25]1>>[F:1][c:2]1[cH:3][cH:4][c:5](-[c:8]2[cH:9][c:10]([CH:14]([OH:15])[CH3:17])[c:11]([CH3:13])[o:12]2)[cH:6][cH:7]1. Starting materials: NC1=CC=C(C=C1)C=1N=CN(C1C1=CC2=C(N=CN=C2N)S1)C (6-[4-(4-aminophenyl)-1-methyl-1H-imidazol-5-yl]thieno[2,3-d]pyrimidin-4-amine), FC1=C(C=C(C=C1)C(F)(F)F)N=C=O (2-fluoro-5-trifluoromethylphenyl isocyanate), solid, NC1=CC=C(C=C1)C=1N=CN(C1C1=CC2=C(N=CN=C2N)S1)C (6-[4-(4-aminophenyl)-1-methyl-1H-imidazol-5-yl]thieno[2,3-d]pyrimidin-4-amine), NC=1C=C(C=CC1)C=1N=CN(C1C1=CC2=C(N=CN=C2N)S1)C (6-[4-(3-aminophenyl)-1-methyl-1H-imidazol-5-yl]thieno[2,3-d]pyrimidin-4-amine). Product: NC=1C2=C(N=CN1)SC(=C2)C2=C(N=CN2C)C2=CC=C(C=C2)NC(=O)NC2=C(C=CC(=C2)C(F)(F)F)F (N-{4-[5-(4-Aminothieno[2,3-d]pyrimidin-6-yl)-1-methyl-1H-imidazol-4-yl]phenyl}-N′-[2-fluoro-5-(trifluoromethyl)phenyl]urea). RXN SMILES: [NH2:1][C:2]1[CH:7]=[CH:6][C:5]([C:8]2[N:9]=[CH:10][N:11]([CH3:23])[C:12]=2[C:13]2[S:22][C:16]3[N:17]=[CH:18][N:19]=[C:20]([NH2:21])[C:15]=3[CH:14]=2)=[CH:4][CH:3]=1.NC1C=C(C2N=CN(C)C=2C2SC3N=CN=C(N)C=3C=2)C=CC=1.[F:47][C:48]1[CH:53]=[CH:52][C:51]([C:54]([F:57])([F:56])[F:55])=[CH:50][C:49]=1[N:58]=[C:59]=[O:60]>>[NH2:21][C:20]1[C:15]2[CH:14]=[C:13]([C:12]3[N:11]([CH3:23])[CH:10]=[N:9][C:8]=3[C:5]3[CH:6]=[CH:7][C:2]([NH:1][C:59]([NH:58][C:49]4[CH:50]=[C:51]([C:54]([F:55])([F:57])[F:56])[CH:52]=[CH:53][C:48]=4[F:47])=[O:60])=[CH:3][CH:4]=3)[S:22][C:16]=2[N:17]=[CH:18][N:19]=1. Procedure details: The title compound was prepared by a similar process to that described for Example 186 but using 6-[4-(4-aminophenyl)-1-methyl-1H-imidazol-5-yl]thieno[2,3-d]pyrimidin-4-amine (Intermediate 112) in place of 6-[4-(3-aminophenyl)-1-methyl-1H-imidazol-5-yl]thieno[2,3-d]pyrimidin-4-amine (Intermediate 110) and using 2-fluoro-5-trifluoromethylphenyl isocyanate in place of phenyl isocyanate. Colourless solid (48 mg, 73%);